Dataset: the Open Reaction Database (ORD), a public repository of structured organic reaction records. Task: describe an organic reaction: reactants, conditions, products, and yield The reactants are CCCCCCCCOc1ccc(-c2ncc(C(=O)OCC)c(Cl)n2)cc1, CC(=O)[O-], [H][H], [Na+], C1COCCO1. Product: CCCCCCCCOc1ccc(-c2ncc(C(=O)OCC)cn2)cc1. RXN SMILES: [CH2:6]([CH2:7][CH2:8][CH2:9][CH2:10][CH2:11][CH2:12][CH3:13])[O:14][c:15]1[cH:16][cH:17][c:18](-[c:21]2[n:22][cH:23][c:24]([C:28](=[O:29])[O:30][CH2:31][CH3:32])[c:25]([Cl:27])[n:26]2)[cH:19][cH:20]1.[CH3:2][C:3](=[O:4])[O-:5].[H:33][H:34].[Na+:1].[O:35]1[CH2:36][CH2:37][O:38][CH2:39][CH2:40]1>>[CH2:6]([CH2:7][CH2:8][CH2:9][CH2:10][CH2:11][CH2:12][CH3:13])[O:14][c:15]1[cH:16][cH:17][c:18](-[c:21]2[n:22][cH:23][c:24]([C:28](=[O:29])[O:30][CH2:31][CH3:32])[cH:25][n:26]2)[cH:19][cH:20]1. The reactants are C(=O)N1CCCCC1 (N-formylpiperidine), S(O)(O)(=O)=O (sulfuric acid), C([O-])([O-])=O.[K+].[K+] (potassium carbonate), C(CCC)[Li].CC1=C2C=CC=NC2=C(C(=C1C)C)C=O (5,6,7-Trimethylquinoline-8-carboxaldehyde n-Butyl lithium), BrC=1C(=C(C(=C2C=CC=NC12)C)C)C (8-bromo-5,6,7-trimethylquinoline). Run in C1CCOC1 (THF), C1CCOC1 (THF). Conditions: temperature -40 celsius. Yields the product CC1=C2C=CC=NC2=C(C(=C1C)C)C=O (5,6,7-trimethylquinoline-8-carboxaldehyde). As a reaction SMILES: C([Li])CCC.[CH3:6][C:7]1[C:16]([CH3:17])=[C:15]([CH3:18])[C:14]([CH:19]=[O:20])=[C:13]2[C:8]=1[CH:9]=[CH:10][CH:11]=[N:12]2.BrC1C(C)=C(C)C(C)=C2C=1N=CC=C2.C(N1CCCCC1)=O.S(=O)(=O)(O)O.C(=O)([O-])[O-].[K+].[K+]>C1COCC1>[CH3:6][C:7]1[C:16]([CH3:17])=[C:15]([CH3:18])[C:14]([CH:19]=[O:20])=[C:13]2[C:8]=1[CH:9]=[CH:10][CH:11]=[N:12]2 |f:0.1,5.6.7|. Procedure details: 5,6,7-Trimethylquinoline-8-carboxaldehyde n-Butyl lithium (2.1 equiv; 1.55M in hexane) was added slowly to a suspension of 8-bromo-5,6,7-trimethylquinoline (4.2 g) in anhydrous THF (40 ml) under nitrogen at -90° C. After 3 hr a solution of N-formylpiperidine (2.1 equiv) in anhydrous THF (10 ml) was added and the mixture was warmed to -40° C. over ca. 2 hr. A dilute sulfuric acid solution (1N; 20 ml) was added and the mixture was warmed to room temperature. The mixture was made basic by the addit... Reactants: ClCCC=1C(OC2=C(C1C)C=C(C(=C2)OC)O)=O (3-(2-chloroethyl)-6-hydroxy-7-methoxy-4-methyl-2H-1-benzopyran-2-one), COC1=C(C=CC=C1)N1CCNCC1 (1-(2-methoxyphenyl)piperazine). Solvent: C(C)O.C(Cl)(Cl)Cl (ethanol chloroform). Product: OC=1C(=CC2=C(C(=C(C(O2)=O)CCN2CCN(CC2)C2=C(C=CC=C2)OC)C)C1)OC (6-hydroxy-7-methoxy-3-{2-[4-(2-methoxyphenyl)-1-piperazinyl]ethyl}-4-methyl-2H-1-benzopyran-2-one). The yield is 14.0%. RXN SMILES: Cl[CH2:2][CH2:3][C:4]1[C:5](=[O:18])[O:6][C:7]2[CH:14]=[C:13]([O:15][CH3:16])[C:12]([OH:17])=[CH:11][C:8]=2[C:9]=1[CH3:10].[CH3:19][O:20][C:21]1[CH:26]=[CH:25][CH:24]=[CH:23][C:22]=1[N:27]1[CH2:32][CH2:31][NH:30][CH2:29][CH2:28]1>C(O)C.C(Cl)(Cl)Cl>[OH:17][C:12]1[C:13]([O:15][CH3:16])=[CH:14][C:7]2[O:6][C:5](=[O:18])[C:4]([CH2:3][CH2:2][N:30]3[CH2:29][CH2:28][N:27]([C:22]4[CH:23]=[CH:24][CH:25]=[CH:26][C:21]=4[O:20][CH3:19])[CH2:32][CH2:31]3)=[C:9]([CH3:10])[C:8]=2[CH:11]=1 |f:2.3|. Procedure details: Process A; starting materials: 3-(2-chloroethyl)-6-hydroxy-7-methoxy-4-methyl-2H-1-benzopyran-2-one (Example 27) and 1-(2-methoxyphenyl)piperazine; yield 14%; m.p. 235°-237° C. (from ethanol/chloroform). RXN SMILES: [NH2:1][C:2]1[CH:7]=[CH:6][N:5]=[C:4]([Cl:8])[CH:3]=1.N12CCN(CC1)CC2.[CH3:17][CH:18]([N:20]=[C:21]=[O:22])[CH3:19]>CN(C)C=O>[Cl:8][C:4]1[CH:3]=[C:2]([NH:1][C:21]([NH:20][CH:18]([CH3:19])[CH3:17])=[O:22])[CH:7]=[CH:6][N:5]=1. Reaction conditions: time 1 hour. Product: ClC1=NC=CC(=C1)NC(=O)NC(C)C (N-(2-chloro-4-pyridinyl)-N'-(1-methylethyl)urea). Procedure details: A solution of 2.6 grams (0.0203 mole) of 4-amino-2-chloropyridine, 0.53 gram (0.005 mole) of 1,4-diazabicyclo[2.2.2]octane (DABCO), and 3.9 ml (0.0305 mole) of (1-methylethyl)isocyanate in 20 ml of dry dimethylformamide was stirred at ambient temperature for five days. The dimethylformamide was removed under reduced pressure. The residue was taken up in 20 ml of ethanol and this was removed under reduced pressure. The procedure was repeated a second time using an additional 20 ml of ethanol. The... The solvent is CN(C=O)C (dimethylformamide). The reactants are NC1=CC(=NC=C1)Cl (4-amino-2-chloropyridine), N12CCN(CC1)CC2 (1,4-diazabicyclo[2.2.2]octane), CC(C)N=C=O ((1-methylethyl)isocyanate). Starting materials: C(C(=O)O)(=O)O.C(C)(C)(C)OC(=O)N[C@@H](CC1=CC=CC=C1)[C@H](C[C@H](CC1=CC=CC=C1)N)O ((2S,3S,5S)-2-tert-Butoxycarbonylamino-3-hydroxy-5-amino-1,6-diphenylhexane oxalate), [OH-].[Na+] (NaOH). Run in C1(=CC=CC=C1)C (toluene). The product is C(C)(C)(C)OC(=O)N[C@@H](CC1=CC=CC=C1)[C@H](C[C@H](CC1=CC=CC=C1)N)O ((2S,3S,5S)-2-tert-Butoxycarbonylamino-3-hydroxy-5-amino-1,6-diphenylhexane). As a reaction SMILES: C(O)(=O)C(O)=O.[C:7]([O:11][C:12]([NH:14][C@H:15]([C@@H:23]([OH:34])[CH2:24][C@@H:25]([NH2:33])[CH2:26][C:27]1[CH:32]=[CH:31][CH:30]=[CH:29][CH:28]=1)[CH2:16][C:17]1[CH:22]=[CH:21][CH:20]=[CH:19][CH:18]=1)=[O:13])([CH3:10])([CH3:9])[CH3:8].[OH-].[Na+]>C1(C)C=CC=CC=1>[C:7]([O:11][C:12]([NH:14][C@H:15]([C@@H:23]([OH:34])[CH2:24][C@@H:25]([NH2:33])[CH2:26][C:27]1[CH:28]=[CH:29][CH:30]=[CH:31][CH:32]=1)[CH2:16][C:17]1[CH:18]=[CH:19][CH:20]=[CH:21][CH:22]=1)=[O:13])([CH3:10])([CH3:8])[CH3:9] |f:0.1,2.3|. Procedure: (2S,3S,5S)-2-tert-Butoxycarbonylamino-3-hydroxy-5-amino-1,6-diphenylhexane oxalate (500 mg, 1.05 mmol) obtained in Example 43 (A) was suspended in toluene (5 ml). An aqueous solution (5 ml) of NaOH (200 mg) was added thereto and the mixture was vigorously stirred, then separated. The organic layer was washed with water and dried over anhydrous magnesium sulfate. The desiccant was filtered off, and the filtrate was concentrated to give the desired compound as colorless crystals. Yield: 340 mg (84... The reactants are BrC1=C(C=C(C=C1C)B1OC(C(O1)(C)C)(C)C)C (2-bromo-1,3-dimethyl-5-(4,4,5,5-tetramethyl-[1,3,2]dioxaborolan-2-yl)-benzene), BrC1=NC=CC(=C1)C (2-bromo-4-methyl-pyridine), Intermediate 56. Yields the product BrC1=C(C=C(C=C1C)C1=NC=CC(=C1)C)C (2-(4-Bromo-3,5-dimethyl-phenyl)-4-methyl-pyridine). RXN SMILES: [Br:1][C:2]1[C:7]([CH3:8])=[CH:6][C:5](B2OC(C)(C)C(C)(C)O2)=[CH:4][C:3]=1[CH3:18].Br[C:20]1[CH:25]=[C:24]([CH3:26])[CH:23]=[CH:22][N:21]=1>>[Br:1][C:2]1[C:3]([CH3:18])=[CH:4][C:5]([C:20]2[CH:25]=[C:24]([CH3:26])[CH:23]=[CH:22][N:21]=2)=[CH:6][C:7]=1[CH3:8]. Procedure details: The title compound is prepared from 2-bromo-1,3-dimethyl-5-(4,4,5,5-tetramethyl-[1,3,2]dioxaborolan-2-yl)-benzene and 2-bromo-4-methyl-pyridine following a procedure analogous to that described in Step 1 of Intermediate 56. LC (method 7): tR=0.90 min; Mass spectrum (ESI+): m/z=276/278 (Br) [M+H]+.